From a dataset of the Open Reaction Database (ORD), a public repository of structured organic reaction records. describe an organic reaction: reactants, conditions, products, and yield Reaction SMILES: [CH2:26]1[O:27][CH2:28][CH2:29][CH2:30]1.[CH3:1][C:2]([C:3](=[O:4])[O:5][CH3:6])([CH2:7][OH:8])[CH3:9].[Cl:15][Si:16]([CH:17]([CH3:18])[CH3:19])([CH:20]([CH3:21])[CH3:22])[CH:23]([CH3:24])[CH3:25].[O:31]=[CH:32][N:33]([CH3:34])[CH3:35].[nH:10]1[cH:11][cH:12][n:13][cH:14]1>>[CH3:1][C:2]([C:3](=[O:4])[O:5][CH3:6])([CH2:7][O:8][Si:16]([CH:17]([CH3:18])[CH3:19])([CH:20]([CH3:21])[CH3:22])[CH:23]([CH3:24])[CH3:25])[CH3:9]. Yields the product COC(=O)C(C)(C)CO[Si](C(C)C)(C(C)C)C(C)C. The reactants are C1CCOC1, COC(=O)C(C)(C)CO, CC(C)[Si](Cl)(C(C)C)C(C)C, CN(C)C=O, c1c[nH]cn1.